From a dataset of the Open Reaction Database (ORD), a public repository of structured organic reaction records. describe an organic reaction: reactants, conditions, products, and yield The reactants are O1CCCCC1 (tetrahydropyran), NC1=CC=CC=C1 (aniline). The reagents and catalysts are TiO2. The product is NC1=CC=CC=C1 (aniline), C1(=CC=CC=C1)N1CCCCC1 (1-phenylpiperidine). Isolated yield 98.0%. As a reaction SMILES: O1[CH2:6][CH2:5][CH2:4][CH2:3][CH2:2]1.[NH2:7][C:8]1[CH:13]=[CH:12][CH:11]=[CH:10][CH:9]=1>>[NH2:7][C:8]1[CH:13]=[CH:12][CH:11]=[CH:10][CH:9]=1.[C:8]1([N:7]2[CH2:6][CH2:5][CH2:4][CH2:3][CH2:2]2)[CH:13]=[CH:12][CH:11]=[CH:10][CH:9]=1. Reported procedure: Among the cyclic ethers suitable for the practice of this invention are those which contain only carbon and an oxygen atom in an unstrained ring (i.e., the ring contains at least four carbon atoms and an oxygen atom bonded to two separate carbon atoms of the ring). Examples of such cyclic ethers include tetrahydrofuran, 2-methyltetrahydrofuran, 3-methyltetrahydrofuran, tetrahydro-2-furancarbinol, 2-ethoxymethyl tetrahydrofuran, 2-butoxymethyl tetrahydrofuran, tetrahydrofuroic acid, methyl tetrah... Starting materials: [BH4-].[Na+] (Sodium borohydride), O=C1CNCC=2C=CC(=C3C=CN1C23)C=O (1-oxo-1,2,3,4-tetrahydro-[1,4]diazepino[6,7,1-hi]indole-7-carbaldehyde). Run in CCO (EtOH). Product: OCC1=C2C=CN3C2=C(C=C1)CNCC3=O (7-Hydroxymethyl-3,4-dihydro-2H-[1,4]diazepino[6,7,1-hi]indol-1-one). Isolated yield 88.0%. Reaction SMILES: [BH4-].[Na+].[O:3]=[C:4]1[N:15]2[C:16]3[C:12]([CH:13]=[CH:14]2)=[C:11]([CH:17]=[O:18])[CH:10]=[CH:9][C:8]=3[CH2:7][NH:6][CH2:5]1>CCO>[OH:18][CH2:17][C:11]1[CH:10]=[CH:9][C:8]2[CH2:7][NH:6][CH2:5][C:4](=[O:3])[N:15]3[C:16]=2[C:12]=1[CH:13]=[CH:14]3 |f:0.1|. Procedure: Sodium borohydride (0.018 g, 0.466 mmol) was added to a suspension of 1-oxo-1,2,3,4-tetrahydro-[1,4]diazepino[6,7,1-hi]indole-7-carbaldehyde (Example 45, 0.050 g, 0.233 mmol) in 15 mL EtOH. The reaction mixture was refluxed for 1.5 h, cooled to rt and the solvent was evaporated. The residue was partitioned between 1% aq NaOH and EtOAc. The organic extract was dried over anhydrous MgSO4, filtered and evaporated to give a pale-yellow solid (88%): 1H NMR (DMSO-d6) δ 3.52-3.55 (m, 2H), 4.31 (bs, 2H)... The reactants are CCOC(C)=O, CCO, CCCCCC, Cl, CCOC(=O)CC1CCCCc2c1n(Cc1ccc(Cl)cc1)c1ccc(F)cc21, [Li+], [OH-]. Yields the product O=C(O)CC1CCCCc2c1n(Cc1ccc(Cl)cc1)c1ccc(F)cc21. RXN SMILES: [CH3:32][CH2:33][O:34][C:35](=[O:36])[CH3:37].[CH3:39][CH2:40][OH:41].[CH3:42][CH2:43][CH2:44][CH2:45][CH2:46][CH3:47].[ClH:38].[F:1][c:2]1[cH:3][c:4]2[c:5]3[c:6]([n:7]([CH2:11][c:12]4[cH:13][cH:14][c:15]([Cl:18])[cH:16][cH:17]4)[c:8]2[cH:9][cH:10]1)[CH:19]([CH2:24][C:25](=[O:26])[O:27][CH2:28][CH3:29])[CH2:20][CH2:21][CH2:22][CH2:23]3.[Li+:31].[OH-:30]>>[F:1][c:2]1[cH:3][c:4]2[c:5]3[c:6]([n:7]([CH2:11][c:12]4[cH:13][cH:14][c:15]([Cl:18])[cH:16][cH:17]4)[c:8]2[cH:9][cH:10]1)[CH:19]([CH2:24][C:25](=[O:26])[OH:27])[CH2:20][CH2:21][CH2:22][CH2:23]3. Yields the product Cc1ccc(-c2cc(C(=O)O)cc(C3=NOC4(CCC4)C3)c2)nc1. RXN SMILES: [CH3:1][c:2]1[cH:3][cH:4][c:5](-[c:8]2[cH:9][c:10]([C:11](=[O:12])[O:13][C:14]([CH3:15])([CH3:16])[CH3:17])[cH:18][c:19]([C:21]3=[N:22][O:23][C:24]4([CH2:25][CH2:26][CH2:27]4)[CH2:28]3)[cH:20]2)[n:6][cH:7]1.[Cl:30][CH2:31][Cl:32].[ClH:29]>>[CH3:1][c:2]1[cH:3][cH:4][c:5](-[c:8]2[cH:9][c:10]([C:11](=[O:12])[OH:13])[cH:18][c:19]([C:21]3=[N:22][O:23][C:24]4([CH2:25][CH2:26][CH2:27]4)[CH2:28]3)[cH:20]2)[n:6][cH:7]1. Starting materials: Cc1ccc(-c2cc(C(=O)OC(C)(C)C)cc(C3=NOC4(CCC4)C3)c2)nc1, ClCCl, Cl. Reaction SMILES: C(O[C:4](=[C:11]1[C:19]2[C:14](=[CH:15][CH:16]=[C:17]([N+:20]([O-:22])=[O:21])[CH:18]=2)[NH:13][C:12]1=[O:23])[C:5]1[CH:10]=[CH:9][CH:8]=[CH:7][CH:6]=1)C.[CH3:24][N:25]([CH3:36])[CH2:26][CH2:27][NH:28][C:29]1[CH:35]=[CH:34][C:32]([NH2:33])=[CH:31][CH:30]=1>>[CH3:24][N:25]([CH3:36])[CH2:26][CH2:27][NH:28][C:29]1[CH:35]=[CH:34][C:32]([NH:33]/[C:4](=[C:11]2\[C:12](=[O:23])[NH:13][C:14]3[C:19]\2=[CH:18][C:17]([N+:20]([O-:22])=[O:21])=[CH:16][CH:15]=3)/[C:5]2[CH:10]=[CH:9][CH:8]=[CH:7][CH:6]=2)=[CH:31][CH:30]=1. Starting materials: C(C)OC(C1=CC=CC=C1)=C1C(NC2=CC=C(C=C12)[N+](=O)[O-])=O (3-(1-ethoxy-1-phenyl-methylidene)-5-nitro-2-indolinone), CN(CCNC1=CC=C(N)C=C1)C (4-(2-dimethylamino-ethylamino)-aniline). Procedure details: Prepared analogously to Example 89 from 3-(1-ethoxy-1-phenyl-methylidene)-5-nitro-2-indolinone and 4-(2-dimethylamino-ethylamino)-aniline. Yields the product CN(CCNC1=CC=C(C=C1)N\C(\C1=CC=CC=C1)=C\1/C(NC2=CC=C(C=C12)[N+](=O)[O-])=O)C ((Z)-3-{1-[4-(2-dimethylamino-ethylamino)-phenylamino]-1-phenyl-methylidene}-5-nitro-2-indolinone).